The task is: describe an organic reaction: reactants, conditions, products, and yield. This data is from the Open Reaction Database (ORD), a public repository of structured organic reaction records. Reactants: N=1N=CN(C1)C=1C=C2C(=CNC2=CC1)CCN (2-[5-(1,2,4-triazol-4-yl)-1H-indol-3-yl]ethylamine), C(C1=CC=CC=C1)N1CCC(CC1)=O (1-benzylpiperidin-4-one), C(C)(=O)O (acetic acid), C(#N)[BH3-].[Na+] (sodium cyanoborohydride), [OH-].[Na+] (sodium hydroxide). Solvent: CO (methanol). Yields the product C(C(=O)O)(=O)O.C(C1=CC=CC=C1)N1CCC(CC1)NCCC1=CNC2=CC=C(C=C12)N1C=NN=C1 (N-(1-Benzylpiperidin-4-yl)-N-[2-(5-(1,2,4-triazol-4-yl)-1H-indol-3-yl)ethyl]amine Hydrogen Oxalate), free base. Isolated yield 79.0%. Reaction SMILES: [N:1]1[N:2]=[CH:3][N:4]([C:6]2[CH:7]=[C:8]3[C:12](=[CH:13][CH:14]=2)[NH:11][CH:10]=[C:9]3[CH2:15][CH2:16][NH2:17])[CH:5]=1.[CH2:18]([N:25]1[CH2:30][CH2:29][C:28](=[O:31])[CH2:27][CH2:26]1)[C:19]1[CH:24]=[CH:23][CH:22]=[CH:21][CH:20]=1.[C:32]([OH:35])(=[O:34])[CH3:33].C([BH3-])#N.[Na+].[OH-:40].[Na+]>CO>[C:32]([OH:35])(=[O:34])[C:33]([OH:31])=[O:40].[CH2:18]([N:25]1[CH2:30][CH2:29][CH:28]([NH:17][CH2:16][CH2:15][C:9]2[C:8]3[C:12](=[CH:13][CH:14]=[C:6]([N:4]4[CH:3]=[N:2][N:1]=[CH:5]4)[CH:7]=3)[NH:11][CH:10]=2)[CH2:27][CH2:26]1)[C:19]1[CH:24]=[CH:23][CH:22]=[CH:21][CH:20]=1 |f:3.4,5.6,8.9|. Reported procedure: The organic layer was separated and the solvent evaporated. The crude product was purified by column chromatography on silica using dichloromethane/methanol/ammonia (40:8:1) to give 2-[5-(1,2,4-triazol-4-yl)-1H-indol-3-yl]ethylamine as a brown oil (1.9 g, 49%). This tryptamine (1.0 g, 4.4 mmol), 1-benzylpiperidin-4-one (874 mg, 4.6 mmol), glacial acetic acid (1.58 g, 26.4 mmol) and sodium cyanoborohydride (290 mg, 4.6 mmol) were stirred in methanol (75 ml) at room temperature for 18 hours. The m... The reactants are C(C1=CC=CC=C1)NC (N-benzyl-N-methylamine), N=1ON=C2C1C=CC(=C2)C(=O)Cl ([2,1,3]-benzoxadiazole-5-carbonylchloride). Yields the product C(C1=CC=CC=C1)N(C(=O)C1=CC=2C(=NON2)C=C1)C (N-Benzyl-N-methyl-[2,1,3]-benzoxadiazole-5-carboxamide). Reaction SMILES: [CH2:1]([NH:8][CH3:9])[C:2]1[CH:7]=[CH:6][CH:5]=[CH:4][CH:3]=1.[N:10]1[O:11][N:12]=[C:13]2[CH:18]=[C:17]([C:19](Cl)=[O:20])[CH:16]=[CH:15][C:14]=12>>[CH2:1]([N:8]([CH3:9])[C:19]([C:17]1[CH:16]=[CH:15][C:14]2=[N:10][O:11][N:12]=[C:13]2[CH:18]=1)=[O:20])[C:2]1[CH:7]=[CH:6][CH:5]=[CH:4][CH:3]=1. Reported procedure: Prepared from N-benzyl-N-methylamine and [2,1,3]-benzoxadiazole-5-carbonylchloride according to the procedure previously described. N-Benzyl-N-methyl-[2,1,3]-benzoxadiazole-5-carboxamide was isolated as a white solid. Mp=105-106° C., LC-MS, MH+=268; 1H NMR (300 MHz, CDCl3, 2 rotamers) δ 7.96-7.86 (m, 1H); 7.90 (d, 1H, J=9.6 Hz); 7.43-7.30 (m, 5H); 7.19-7.13 (m, 1H); 4.78+4.56 (s+s, 2H); 3.11 and 2.94 ppm (s+s, 3H). Reactants: COC(COC1=CC=C(C=C1)C=1C=C2C(=C(N(C2=CC1)CC1=CC=CC=C1)C)C)=O ([4-(1-benzyl-2,3-dimethyl-1H-indol-5-yl)-phenoxy]-acetic acid methyl ester), [OH-].[K+] (KOH). Run in C1CCOC1.CO (THF MeOH). Yields the product C(C1=CC=CC=C1)N1C(=C(C2=CC(=CC=C12)C1=CC=C(OCC(=O)O)C=C1)C)C ([4-(1-Benzyl-2,3-dimethyl-1H-indol-5-yl)-phenoxy]-acetic acid), product. The yield is 62.7%. RXN SMILES: C[O:2][C:3](=[O:30])[CH2:4][O:5][C:6]1[CH:11]=[CH:10][C:9]([C:12]2[CH:13]=[C:14]3[C:18](=[CH:19][CH:20]=2)[N:17]([CH2:21][C:22]2[CH:27]=[CH:26][CH:25]=[CH:24][CH:23]=2)[C:16]([CH3:28])=[C:15]3[CH3:29])=[CH:8][CH:7]=1.[OH-].[K+]>C1COCC1.CO>[CH2:21]([N:17]1[C:18]2[C:14](=[CH:13][C:12]([C:9]3[CH:8]=[CH:7][C:6]([O:5][CH2:4][C:3]([OH:30])=[O:2])=[CH:11][CH:10]=3)=[CH:20][CH:19]=2)[C:15]([CH3:29])=[C:16]1[CH3:28])[C:22]1[CH:23]=[CH:24][CH:25]=[CH:26][CH:27]=1 |f:1.2,3.4|. Reported procedure: The desired product was prepared using a procedure similar to step 2 of example 4. Thus, [4-(1-benzyl-2,3-dimethyl-1H-indol-5-yl)-phenoxy]-acetic acid methyl ester (0.230 g, 0.576 mmol) was reacted with 1N KOH (1.2 ml) in THF/MeOH (6 ml/4 ml) to give the product (0.139 g, 0.361 mmol, 63%) as an off-white solid, mp 203-206° C. 1H NMR (DMSO-d6) δ 2.24 (s, 3H), 2.27 (s, 3H), 4.68 (s, 2H), 5.38 (s, 2H), 6.95-6.99 (m, 4H), 7.20 (t, J=7.2 Hz, 1H), 7.25-7.29 (m, 3H), 7.37 (d, J=8.6 Hz, 1H), 7.58 (d, J=... The reactants are C(C)(=O)O[C@@H]1C[C@H]2[C@H](N([C@@H]1C2)[C@H](C)C2=CC=CC=C2)C(=O)OC (Methyl (1R,3S,4S,6R)-6-acetyloxy-2-[(1R)-1-phenylethyl]-2-azabicyclo[2.2.1]heptane-3-carboxylate), [H][H] (hydrogen). The reagents and catalysts are [OH-].[OH-].[Pd+2] (Pd(OH)2). Run in CO (methanol). Product: C(C)(=O)O[C@@H]1C[C@H]2[C@H](N[C@@H]1C2)C(=O)OC (Methyl (1R,3S,4S,6R)-6-acetyloxy-2-azabicyclo[2.2.1]heptane-3-carboxylate). As a reaction SMILES: [C:1]([O:4][C@H:5]1[C@H:10]2[CH2:11][C@H:7]([C@@H:8]([C:20]([O:22][CH3:23])=[O:21])[N:9]2[C@@H](C2C=CC=CC=2)C)[CH2:6]1)(=[O:3])[CH3:2].[H][H]>CO.[OH-].[OH-].[Pd+2]>[C:1]([O:4][C@H:5]1[C@H:10]2[CH2:11][C@H:7]([C@@H:8]([C:20]([O:22][CH3:23])=[O:21])[NH:9]2)[CH2:6]1)(=[O:3])[CH3:2] |f:3.4.5|. Procedure details: A solution of methyl (1R,3S,4S,6R)-6-acetyloxy-2-[(1R)-1-phenylethyl]-2-azabicyclo[2.2.1]heptane-3-carboxylate obtained in Example 42-4 (1.25 g) in methanol (20 mL) containing 20% Pd(OH)2 (250 mg) was stirred at room temperature for 17 hrs under 4 atm pressure with hydrogen.